Task: describe an organic reaction: reactants, conditions, products, and yield. Dataset: the Open Reaction Database (ORD), a public repository of structured organic reaction records Reactants: ClC1=CC=C(C=C1)SCCCCOC=1C=C2C=CC(NC2=CC1)=O (6-[4-(4-chlorophenyl-mercapto)-butoxy]-carbostyril), OO (hydrogen peroxide). Product: ClC1=CC=C(C=C1)S(=O)CCCCOC=1C=C2C=CC(NC2=CC1)=O (6-[4-(4-Chlorophenyl-sulfinyl)-butoxy]-carbostyril). RXN SMILES: [Cl:1][C:2]1[CH:7]=[CH:6][C:5]([S:8][CH2:9][CH2:10][CH2:11][CH2:12][O:13][C:14]2[CH:15]=[C:16]3[C:21](=[CH:22][CH:23]=2)[NH:20][C:19](=[O:24])[CH:18]=[CH:17]3)=[CH:4][CH:3]=1.[OH:25]O>>[Cl:1][C:2]1[CH:7]=[CH:6][C:5]([S:8]([CH2:9][CH2:10][CH2:11][CH2:12][O:13][C:14]2[CH:15]=[C:16]3[C:21](=[CH:22][CH:23]=2)[NH:20][C:19](=[O:24])[CH:18]=[CH:17]3)=[O:25])=[CH:4][CH:3]=1. Procedure details: Prepared analogous to Example 123 from 6-[4-(4-chlorophenyl-mercapto)-butoxy]-carbostyril and hydrogen peroxide.